Task: describe an organic reaction: reactants, conditions, products, and yield. Dataset: the Open Reaction Database (ORD), a public repository of structured organic reaction records The reactants are Cl (HCl), CN1CCC(CC1)NC1=CC(=CC(=C1)C(F)(F)F)N (N1-(1-methyl-4-piperidyl)-5-(trifluoromethyl)benzene-1,3-diamine), N1=CC=CC=C1 (pyridine), ClC(=O)OC1=CC=CC=C1 (phenyl chloroformate), O (water). Run in C(Cl)Cl (DCM). Reaction conditions: temperature 0 celsius, time 2 hour. Product: C(C=C)(=O)NC=1C=C(C=C(C1)C(F)(F)F)NC(OC1=CC=CC=C1)=O (phenyl N-[3-(prop-2-enoylamino)-5-(trifluoromethyl)phenyl]carbamate). As a reaction SMILES: CN1[CH2:7][CH2:6][CH:5]([NH:8][C:9]2[CH:14]=[C:13]([C:15]([F:18])([F:17])[F:16])[CH:12]=[C:11]([NH2:19])[CH:10]=2)CC1.N1C=CC=CC=1.Cl[C:27]([O:29][C:30]1[CH:35]=[CH:34][CH:33]=[CH:32][CH:31]=1)=[O:28].Cl.[OH2:37]>C(Cl)Cl>[C:5]([NH:8][C:9]1[CH:10]=[C:11]([NH:19][C:27](=[O:28])[O:29][C:30]2[CH:35]=[CH:34][CH:33]=[CH:32][CH:31]=2)[CH:12]=[C:13]([C:15]([F:16])([F:17])[F:18])[CH:14]=1)(=[O:37])[CH:6]=[CH2:7]. Procedure details: Dissolve the product obtained in Step 2 (168 mg, 0.73 mmol) in DCM (6 mL), add pyridine (115 mg, 1.46 mmol) and then cool to 0° C. on ice bath. Add slowly phenyl chloroformate (125 mg, 0.8 mmol), stir at 0-5° C. for 2 hrs. Pour the mixture into water (50 mL), adjust pH to neutral with 1M HCl and extract with EtOAc (15 mL×3). Combine the organic layers, wash with brine (100 mL) and dry over anhydrous Na2SO4. Concentrate under reduced pressure to give the crude product (240 mg) which is used witho...